This data is from the Open Reaction Database (ORD), a public repository of structured organic reaction records. The task is: describe an organic reaction: reactants, conditions, products, and yield Reactants: N1=CC=CC(=C1)[C@H]1N(C)CCC1 ((S)-nicotine), BrCCC#CCCCCCC (1-bromo-dec-3-yne). Solvent: CC(=O)O (AcOH). Yields the product [Br-].C(CC#CCCCCCC)[N+]1=CC(=CC=C1)[C@H]1N(CCC1)C ((S)-1-dec-3-ynyl-3-(1-methyl-pyrrolidin-2-yl)-pyridinium bromide). Yield: 51.8%. As a reaction SMILES: [N:1]1[CH:6]=[C:5]([C@@H:7]2[CH2:12][CH2:11][CH2:10][N:8]2[CH3:9])[CH:4]=[CH:3][CH:2]=1.[Br:13][CH2:14][CH2:15][C:16]#[C:17][CH2:18][CH2:19][CH2:20][CH2:21][CH2:22][CH3:23]>CC(O)=O>[Br-:13].[CH2:14]([N+:1]1[CH:2]=[CH:3][CH:4]=[C:5]([C@@H:7]2[CH2:12][CH2:11][CH2:10][N:8]2[CH3:9])[CH:6]=1)[CH2:15][C:16]#[C:17][CH2:18][CH2:19][CH2:20][CH2:21][CH2:22][CH3:23] |f:3.4|. Procedure details: To a stirred solution of (S)-nicotine (0.46 g, 2.8 mmol) in AcOH (15 ml) was added 1-bromo-dec-3-yne (1.50 g, 6.91 mmol). The mixture was heated at reflux for 3 days. AcOH was evaporated and the residue was dissolved in CHCl3. The mixture was washed with saturated aqueous NaHCO3, water and brine successively and dried. Evaporation of the solvent followed by titration with ether afforded 0.55 g (51%) of (S)-1-dec-3-ynyl-3-(1-methyl-pyrrolidin-2-yl)-pyridinium bromide (NDNB-3y) as a brown oil. 1H ...